This data is from the Open Reaction Database (ORD), a public repository of structured organic reaction records. The task is: describe an organic reaction: reactants, conditions, products, and yield The reactants are CC(C)=O, NC1CCCCCC1, Clc1nc(Cl)nc(Cl)n1, COc1ccc(Nc2nc(Cl)nc(Cl)n2)cc1Cl, COc1ccc(N)cc1Cl, [Na+], [OH-]. The product is COc1ccc(Nc2nc(Cl)nc(NC3CCCCCC3)n2)cc1Cl. As a reaction SMILES: [CH3:48][C:49](=[O:50])[CH3:51].[CH:38]1([NH2:45])[CH2:39][CH2:40][CH2:41][CH2:42][CH2:43][CH2:44]1.[Cl:19][c:20]1[n:21][c:22]([Cl:23])[n:24][c:25]([Cl:26])[n:27]1.[Cl:1][c:2]1[cH:3][c:4]([NH:10][c:11]2[n:12][c:13]([Cl:18])[n:14][c:15]([Cl:17])[n:16]2)[cH:5][cH:6][c:7]1[O:8][CH3:9].[Cl:28][c:29]1[cH:30][c:31]([NH2:37])[cH:32][cH:33][c:34]1[O:35][CH3:36].[Na+:47].[OH-:46]>>[Cl:1][c:2]1[cH:3][c:4]([NH:10][c:11]2[n:12][c:13]([Cl:18])[n:14][c:15]([NH:45][CH:38]3[CH2:39][CH2:40][CH2:41][CH2:42][CH2:43][CH2:44]3)[n:16]2)[cH:5][cH:6][c:7]1[O:8][CH3:9]. Starting materials: Cl.Cl.Cl.N1C=NC(=C1)CN1CC(N(CC2=C1C=CC(=C2)C=2C=NC=CC2)C(C(F)(F)F)=O)CC2=CC=CC=C2 (2,3,4,5-Tetrahydro-1-(1H-imidazol-4-ylmethyl)-3-(phenylmethyl)-7-(3-pyridinyl)-4-(trifluoroacetyl)-1H-1,4-benzodiazepine, trihydrochloride), C(C)(=O)OCC (ethyl acetate), [H][H] (hydrogen). Reagents/catalysts: [OH-].[OH-].[Pd+2] (Pd(OH)2). Conditions: time 5 hour. Product: O=C1C(NC2=CC=CC=C2N1)CC1=CC=CC=C1 (1,2,3,4-Tetrahydro-3-oxo-2-phenylmethyl-quinoxaline). RXN SMILES: Cl.Cl.Cl.N1C=C(C[N:10]2[C:16]3[CH:17]=[CH:18][C:19](C4C=NC=CC=4)=[CH:20][C:15]=3C[N:13](C(=O)C(F)(F)F)[CH:12]([CH2:33][C:34]3[CH:39]=[CH:38][CH:37]=[CH:36][CH:35]=3)[CH2:11]2)N=C1.[H][H].C(OCC)(=[O:44])C>[OH-].[OH-].[Pd+2]>[O:44]=[C:11]1[NH:10][C:16]2[C:17](=[CH:18][CH:19]=[CH:20][CH:15]=2)[NH:13][CH:12]1[CH2:33][C:34]1[CH:39]=[CH:38][CH:37]=[CH:36][CH:35]=1 |f:0.1.2.3,6.7.8|. Procedure: To a solution of Compound B (720 mg, 2.34 mmol) in ethyl acetate (5 mL) at rt was added 20% Pd(OH)2 /C (40 mg). The flask was filled with hydrogen gas via a balloon. After 5 hr, the mixture was filtered through celite, and the filtrate was concentrated in vacuo. The colorless solid was chromatographed (silica, flash, 30% EtOAc/hexanes) to afford Compund C (550 mg, 98%) as a solid. MS (M+H)+ 239.